The task is: describe an organic reaction: reactants, conditions, products, and yield. This data is from the Open Reaction Database (ORD), a public repository of structured organic reaction records. The reactants are O=C1CCCO1, O=C(O)CCC(=O)O. Yields the product O=C1CCC(=O)O1, O=C1CCCO1. As a reaction SMILES: [C:9]1(=[O:14])[CH2:10][CH2:11][CH2:12][O:13]1.[OH:1][C:2](=[O:3])[CH2:4][CH2:5][C:6]([OH:7])=[O:8]>>[C:2]1(=[O:3])[CH2:4][CH2:5][C:6](=[O:7])[O:8]1.[C:9]1(=[O:14])[CH2:10][CH2:11][CH2:12][O:13]1. The reactants are Cc1ccccc1, Nc1cc(Cl)c(OC(F)(F)C(F)(F)F)cc1Cl, O=C=NC(=O)c1c(F)cccc1F. Product: O=C(NC(=O)c1c(F)cccc1F)Nc1cc(Cl)c(OC(F)(F)C(F)(F)F)cc1Cl. RXN SMILES: [CH3:31][c:32]1[cH:33][cH:34][cH:35][cH:36][cH:37]1.[Cl:14][c:15]1[c:16]([NH2:17])[cH:18][c:19]([Cl:30])[c:20]([O:22][C:23]([C:24]([F:25])([F:26])[F:27])([F:28])[F:29])[cH:21]1.[F:1][c:2]1[c:3]([C:4](=[O:5])[N:6]=[C:7]=[O:8])[c:9]([F:13])[cH:10][cH:11][cH:12]1>>[F:1][c:2]1[c:3]([C:4](=[O:5])[NH:6][C:7](=[O:8])[NH:17][c:16]2[c:15]([Cl:14])[cH:21][c:20]([O:22][C:23]([C:24]([F:25])([F:26])[F:27])([F:28])[F:29])[c:19]([Cl:30])[cH:18]2)[c:9]([F:13])[cH:10][cH:11][cH:12]1. The reactants are [H-].[H-].[H-].[H-].[Li+].[Al+3] (LiAlH4), C(CC1=CC=CC=C1)NC=O (N-phenethylformamide). Run in O1CCCC1 (tetrahydrofuran), O1CCCC1 (tetrahydrofuran). Run at time 8 hour. Product: CNCCC1=CC=CC=C1 (N-Methyl-2-phenylethanamine). As a reaction SMILES: [H-].[H-].[H-].[H-].[Li+].[Al+3].[CH2:7]([NH:15][CH:16]=O)[CH2:8][C:9]1[CH:14]=[CH:13][CH:12]=[CH:11][CH:10]=1>O1CCCC1>[CH3:16][NH:15][CH2:7][CH2:8][C:9]1[CH:14]=[CH:13][CH:12]=[CH:11][CH:10]=1 |f:0.1.2.3.4.5|. Procedure details: Into a 250-mL 3-necked round-bottom flask purged and maintained with an inert atmosphere of nitrogen, was placed a solution of LiAlH4 (868 mg, 22.84 mmol, 1.50 equiv) in tetrahydrofuran (70 mL). This was followed by the addition of a solution of N-phenethylformamide (2.27 g, 15.23 mmol, 1.00 equiv) in tetrahydrofuran (50 mL) dropwise with stiffing while the resulting solution maintained reflux. The resulting solution was stirred overnight at reflux in an oil bath. The reaction was then quenched ...